From a dataset of the Open Reaction Database (ORD), a public repository of structured organic reaction records. describe an organic reaction: reactants, conditions, products, and yield Starting materials: O=C1CCC(=O)N1Br, CC#N, CC(C)c1cccc(C=O)c1O. The product is CC(C)c1cc(Br)cc(C=O)c1O. RXN SMILES: [Br:13][N:14]1[C:15](=[O:16])[CH2:17][CH2:18][C:19]1=[O:20].[CH3:21][C:22]#[N:23].[OH:1][c:2]1[c:3]([CH:4]=[O:5])[cH:6][cH:7][cH:8][c:9]1[CH:10]([CH3:11])[CH3:12]>>[OH:1][c:2]1[c:3]([CH:4]=[O:5])[cH:6][c:7]([Br:13])[cH:8][c:9]1[CH:10]([CH3:11])[CH3:12]. Reactants: Cc1ccccc1NC(=O)Nc1ccc(CC(=O)NC(CC(C)C)c2ncc(CCC(=O)O)s2)cc1, CCN=C=NCCCN(C)C, CS(N)(=O)=O, CN(C)c1ccncc1, CCOC(C)=O, CN(C)C=O. The product is Cc1ccccc1NC(=O)Nc1ccc(CC(=O)NC(CC(C)C)c2ncc(CCC(=O)NS(C)(=O)=O)s2)cc1. RXN SMILES: [CH3:1][CH:2]([CH2:3][CH:4]([NH:5][C:6]([CH2:7][c:8]1[cH:9][cH:10][c:11]([NH:14][C:15](=[O:16])[NH:17][c:18]2[c:19]([CH3:24])[cH:20][cH:21][cH:22][cH:23]2)[cH:12][cH:13]1)=[O:25])[c:26]1[s:27][c:28]([CH2:31][CH2:32][C:33](=[O:34])[OH:35])[cH:29][n:30]1)[CH3:36].[CH3:42][CH2:43][N:44]=[C:45]=[N:46][CH2:47][CH2:48][CH2:49][N:50]([CH3:51])[CH3:52].[CH3:53][S:54](=[O:55])(=[O:56])[NH2:57].[CH3:58][N:59]([c:60]1[cH:61][cH:62][n:63][cH:64][cH:65]1)[CH3:66].[CH3:67][CH2:68][O:69][C:70]([CH3:71])=[O:72].[O:37]=[CH:38][N:39]([CH3:40])[CH3:41]>>[CH3:1][CH:2]([CH2:3][CH:4]([NH:5][C:6]([CH2:7][c:8]1[cH:9][cH:10][c:11]([NH:14][C:15](=[O:16])[NH:17][c:18]2[c:19]([CH3:24])[cH:20][cH:21][cH:22][cH:23]2)[cH:12][cH:13]1)=[O:25])[c:26]1[s:27][c:28]([CH2:31][CH2:32][C:33](=[O:35])[NH:57][S:54]([CH3:53])(=[O:55])=[O:56])[cH:29][n:30]1)[CH3:36].